Dataset: the Open Reaction Database (ORD), a public repository of structured organic reaction records. Task: describe an organic reaction: reactants, conditions, products, and yield The reactants are BrC1=CC=C(C=O)C=C1 (4-bromobenzaldehyde), C1(=CC=CC=C1)P(C1=CC=CC=C1)C1=CC=CC=C1 (triphenylphosphine), CC(C#C)(C)C (3,3-dimethyl-1-butyne). Reagents/catalysts: C(C)(=O)[O-].[Pd+2].C(C)(=O)[O-] (palladium(II) acetate). Run in C(C)N(CC)CC (triethylamine). Product: CC(C#CC1=CC=C(C=O)C=C1)(C)C (4-(3,3-dimethyl-1-butynyl)benzaldehyde). Yield: 86.0%. As a reaction SMILES: Br[C:2]1[CH:9]=[CH:8][C:5]([CH:6]=[O:7])=[CH:4][CH:3]=1.C1(P(C2C=CC=CC=2)C2C=CC=CC=2)C=CC=CC=1.[CH3:29][C:30]([CH3:34])([CH3:33])[C:31]#[CH:32]>C(N(CC)CC)C.C([O-])(=O)C.[Pd+2].C([O-])(=O)C>[CH3:29][C:30]([CH3:34])([CH3:33])[C:31]#[C:32][C:2]1[CH:9]=[CH:8][C:5]([CH:6]=[O:7])=[CH:4][CH:3]=1 |f:4.5.6|. Reported procedure: A mixture of 4-bromobenzaldehyde (3.7 g), triphenylphosphine (0.32 g), palladium(II) acetate (135 mg), and 3,3-dimethyl-1-butyne (4 ml) in triethylamine (20 ml) is thoroughly purged with nitrogen, then heated to 100° in a sealed tube under nitrogen for 2 hr. The mixture is cooled, and the precipitated triethylamine hydrobromide is removed by filtration. The filtrate is concentrated, and the residue dissolved in 3:1 dichloromethane-hexane and filtered through a 2-cm pad of silica gel. The filtrat... Reactants: C(C1=CC=C(C(=O)OC)C=C1)(=O)OC (dimethyl terephthalate), COC1=C(C(=C(C=C1)CN2CCN(CC2)CC3=CC=CC=C3)O)OC (BHDP), C(CCC)[Sn](CCCC)=O (dibutyltin oxide), N#N (N2). Solvent: CO (methanol). Product: COC1=C(C(=C(C=C1)CN2CCN(CC2)CC3=CC=CC=C3)O)OC.C(C1=CC=C(C(=O)[O-])C=C1)(=O)[O-] (BHDP Terephthalate). As a reaction SMILES: N#N.[C:3]([O:15]C)(=[O:14])[C:4]1[CH:13]=[CH:12][C:7]([C:8]([O:10]C)=[O:9])=[CH:6][CH:5]=1.[CH3:17][O:18][C:19]1[CH:24]=[CH:23][C:22]([CH2:25][N:26]2[CH2:31][CH2:30][N:29]([CH2:32][C:33]3[CH:38]=[CH:37][CH:36]=[CH:35][CH:34]=3)[CH2:28][CH2:27]2)=[C:21]([OH:39])[C:20]=1[O:40][CH3:41].C([Sn](=O)CCCC)CCC>CO>[CH3:17][O:18][C:19]1[CH:24]=[CH:23][C:22]([CH2:25][N:26]2[CH2:27][CH2:28][N:29]([CH2:32][C:33]3[CH:34]=[CH:35][CH:36]=[CH:37][CH:38]=3)[CH2:30][CH2:31]2)=[C:21]([OH:39])[C:20]=1[O:40][CH3:41].[C:3]([O-:15])(=[O:14])[C:4]1[CH:13]=[CH:12][C:7]([C:8]([O-:10])=[O:9])=[CH:6][CH:5]=1 |f:5.6|. Procedure: Into a 4-necked, 1-liter flask fitted with a mechanical thermometer, N2 ebulator, and steam jacketed column packed with Berl Saddles and topped with a Dean-Stark trap and condenser are charged dimethyl terephthalate (220 grams, 1.14 moles), BHDP (300 grams, 1.36 moles) and dibutyltin oxide (1.4 grams). The mixture is heated at 180°-190° C. for 5.5 hours. A conversion of 9% percent is effected based upon methanol distilled overhead. The solid yellow glass (viscosity 40,000 cp at 220° F.) has an a... Reported procedure: To a solution of 5-(2,5-dimethylphenyl)cyclohexane-1,3-dione (mp194-195° C.; 1.08 g) in DMF (20 ml) was added 60% sodium hydride (0.22 g), and the mixture was stirred, under argon atmosphere, at room temperature for 15 minutes. To the mixture was added chloroacetone (0.45 ml), and the mixture was stirred at 150° C. overnight (16 hours). The reaction solution was cooled, and to the mixture was added ice-water. The mixture was extracted with ethyl acetate. The upper layer was washed with saturated... The product is CC1=C(C=C(C=C1)C)C1CC2=C(C(=CO2)C)C(C1)=O (6-(2,5-dimethylphenyl)-3-methyl-4,5,6,7-tetrahydrobenzofuran-4-one). Solvent: CN(C)C=O (DMF). As a reaction SMILES: [CH3:1][C:2]1[CH:7]=[CH:6][C:5]([CH3:8])=[CH:4][C:3]=1[CH:9]1[CH2:14][C:13](=[O:15])[CH2:12][C:11](=[O:16])[CH2:10]1.[H-].[Na+].Cl[CH2:20][C:21](=O)[CH3:22]>CN(C=O)C>[CH3:1][C:2]1[CH:7]=[CH:6][C:5]([CH3:8])=[CH:4][C:3]=1[CH:9]1[CH2:14][C:13](=[O:15])[C:12]2[C:21]([CH3:22])=[CH:20][O:16][C:11]=2[CH2:10]1 |f:1.2|. Run at time 15 minute. Starting materials: CC1=C(C=C(C=C1)C)C1CC(CC(C1)=O)=O (5-(2,5-dimethylphenyl)cyclohexane-1,3-dione), [H-].[Na+] (sodium hydride), ice water, ClCC(C)=O (chloroacetone). Reactants: CC(=O)OC1OCCCC12CCCCC2, Cc1cc(Cc2cc(C)cc(C(C)(C)C)c2O)c(O)c(C(C)(C)C)c1, C=C(C)C(=O)O. Yields the product C=C(C)C(=O)OC1OCCCC12CCCCC2. RXN SMILES: [C:1]([O:2][CH:5]1[O:6][CH2:7][CH2:8][CH2:9][C:10]12[CH2:11][CH2:12][CH2:13][CH2:14][CH2:15]2)(=[O:3])[CH3:4].[CH2:22]([c:23]1[c:24]([OH:25])[c:26]([C:27]([CH3:28])([CH3:29])[CH3:30])[cH:31][c:32]([CH3:33])[cH:34]1)[c:35]1[c:36]([OH:37])[c:38]([C:39]([CH3:40])([CH3:41])[CH3:42])[cH:43][c:44]([CH3:45])[cH:46]1.[CH3:16][C:17](=[CH2:18])[C:19]([OH:20])=[O:21]>>[CH:5]1([O:20][C:19]([C:17]([CH3:16])=[CH2:18])=[O:21])[O:6][CH2:7][CH2:8][CH2:9][C:10]12[CH2:11][CH2:12][CH2:13][CH2:14][CH2:15]2. Reactants: FC(N1N=C(C(=C1)C(=O)N)C1=CC=C(C=C1)F)F (1-(difluoromethyl)-3-(4-fluorophenyl)-1H-pyrazole-4-carboxamide), COC=1C=CC(=CC1)P2(=S)SP(=S)(S2)C=3C=CC(=CC3)OC (Lawesson's reagent). Solvent: C1CCOC1 (THF). Run at temperature 60 celsius, time 3 hour. The product is FC(N1N=C(C(=C1)C(N)=S)C1=CC=C(C=C1)F)F (1-(difluoromethyl)-3-(4-fluorophenyl)-1H-pyrazole-4-carbothioamide). The yield is 85.8%. As a reaction SMILES: [F:1][CH:2]([F:18])[N:3]1[CH:7]=[C:6]([C:8]([NH2:10])=O)[C:5]([C:11]2[CH:16]=[CH:15][C:14]([F:17])=[CH:13][CH:12]=2)=[N:4]1.COC1C=CC(P2(SP(C3C=CC(OC)=CC=3)(=S)S2)=[S:28])=CC=1>C1COCC1>[F:1][CH:2]([F:18])[N:3]1[CH:7]=[C:6]([C:8](=[S:28])[NH2:10])[C:5]([C:11]2[CH:16]=[CH:15][C:14]([F:17])=[CH:13][CH:12]=2)=[N:4]1. Procedure details: To a solution of the mixture (1.15 g, 4.51 mmol) obtained in step 3 in THF (18.8 mL) was added Lawesson's reagent (1.46 g, 3.61 mmol) at room temperature, and the mixture was stirred at 60° C. for 3 hr. After cooling to room temperature, and the reaction mixture was concentrated under reduced pressure. The obtained residue was purified by silica gel column chromatography (solvent; 7% ethyl acetate/hexane) to give a mixture (0.840 g, 68%, 1:1.92 mol/mol) of 1-(difluoromethyl)-3-(4-fluorophenyl)-1...